Dataset: the Open Reaction Database (ORD), a public repository of structured organic reaction records. Task: describe an organic reaction: reactants, conditions, products, and yield Reactants: FC1=C(C#N)C=CC=C1 (2-fluorobenzonitrile), NCC=1SC=CC1 (2-aminomethylthiophene). Yields the product S1C(=CC=C1)CNC1=C(C#N)C=CC=C1 (2-(2-Thienylmethylamino)benzonitrile). As a reaction SMILES: F[C:2]1[CH:9]=[CH:8][CH:7]=[CH:6][C:3]=1[C:4]#[N:5].[NH2:10][CH2:11][C:12]1[S:13][CH:14]=[CH:15][CH:16]=1>>[S:13]1[CH:14]=[CH:15][CH:16]=[C:12]1[CH2:11][NH:10][C:2]1[CH:9]=[CH:8][CH:7]=[CH:6][C:3]=1[C:4]#[N:5]. Procedure: According to a similar manner to that in Reference Example 12, the title compound was synthesized from 2-fluorobenzonitrile and 2-aminomethylthiophene. Starting materials: [Al+3], C1CCOC1, CCOC(=O)N1CC2c3ccccc3Oc3ccc(Cl)cc3C2C1, Cl[Al](Cl)Cl, [H-], [H-], [H-], [H-], [Li+], [Na+], [OH-]. Yields the product CN1CC2c3ccccc3Oc3ccc(Cl)cc3C2C1. As a reaction SMILES: [Al+3:6].[CH2:37]1[O:38][CH2:39][CH2:40][CH2:41]1.[Cl:11][c:12]1[cH:13][cH:14][c:15]2[c:16]([cH:34]1)[CH:17]1[CH:18]([CH2:19][N:20]([C:22]([O:23][CH2:24][CH3:25])=[O:26])[CH2:21]1)[c:27]1[c:28]([cH:30][cH:31][cH:32][cH:33]1)[O:29]2.[Cl:1][Al:2]([Cl:3])[Cl:4].[H-:10].[H-:5].[H-:8].[H-:9].[Li+:7].[Na+:36].[OH-:35]>>[Cl:11][c:12]1[cH:13][cH:14][c:15]2[c:16]([cH:34]1)[CH:17]1[CH:18]([CH2:19][N:20]([CH3:22])[CH2:21]1)[c:27]1[c:28]([cH:30][cH:31][cH:32][cH:33]1)[O:29]2.